This data is from the Open Reaction Database (ORD), a public repository of structured organic reaction records. The task is: describe an organic reaction: reactants, conditions, products, and yield Reactants: BrC1=CC(=C(C(=O)O)C=C1)Cl (4-bromo-2-chlorobenzoic acid), CC1=C(C=CC(=C1)C)N1CCNCC1 (1-(2,4-dimethylphenyl)piperazine). The product is BrC1=CC(=C(C=C1)C(=O)N1CCN(CC1)C1=C(C=C(C=C1)C)C)Cl ((4-bromo-2-chlorophenyl)[4-(2,4-dimethylphenyl)piperazin-1-yl]methanone). The yield is 105.0%. As a reaction SMILES: [Br:1][C:2]1[CH:10]=[CH:9][C:5]([C:6]([OH:8])=O)=[C:4]([Cl:11])[CH:3]=1.[CH3:12][C:13]1[CH:18]=[C:17]([CH3:19])[CH:16]=[CH:15][C:14]=1[N:20]1[CH2:25][CH2:24][NH:23][CH2:22][CH2:21]1>>[Br:1][C:2]1[CH:10]=[CH:9][C:5]([C:6]([N:23]2[CH2:24][CH2:25][N:20]([C:14]3[CH:15]=[CH:16][C:17]([CH3:19])=[CH:18][C:13]=3[CH3:12])[CH2:21][CH2:22]2)=[O:8])=[C:4]([Cl:11])[CH:3]=1. Procedure details: By reaction and treatment in the same manner as in Preparation Example 1 and using 4-bromo-2-chlorobenzoic acid (5 g) and 1-(2,4-dimethylphenyl)piperazine (4 g), the title compound (9 g) was obtained. The reactants are OCCC1CCNCC1, O, CCOC(=O)c1nc(-c2ccccc2)nc2ccccc12. Yields the product O=C(c1nc(-c2ccccc2)nc2ccccc12)N1CCC(CCO)CC1. As a reaction SMILES: [NH:22]1[CH2:23][CH2:24][CH:25]([CH2:28][CH2:29][OH:30])[CH2:26][CH2:27]1.[OH2:31].[c:1]1(-[c:7]2[n:8][c:9]3[cH:10][cH:11][cH:12][cH:13][c:14]3[c:15]([C:17]([O:19][CH2:18][CH3:20])=[O:21])[n:16]2)[cH:2][cH:3][cH:4][cH:5][cH:6]1>>[c:1]1(-[c:7]2[n:8][c:9]3[cH:10][cH:11][cH:12][cH:13][c:14]3[c:15]([C:17](=[O:19])[N:22]3[CH2:23][CH2:24][CH:25]([CH2:28][CH2:29][OH:30])[CH2:26][CH2:27]3)[n:16]2)[cH:2][cH:3][cH:4][cH:5][cH:6]1. Procedure: A solution of (R)-3-[4-(4,4,5,5-tetramethyl-[1,3,2]dioxaborolan-2-yl)-pyrazol-1-yl]-pyrrolidine-1-carboxylic acid tert-butyl ester (0.0804 g, 0.221 mmol), 5-bromo-3-(5-chloro-8-fluoroisoquinolin-3-yl)-pyridin-2-ylamine (0.065 g, 0.18 mmol), potassium carbonate (0.0815 g, 0.590 mmol), and Pd(PPh3)4 (0.015 g, 0.013 mmol) in previously degassed DME/Water (4:1) (2.05 mL) was placed in a microwave tube and evacuated and charged with N2 (2×). The reaction mixture was heated in the microwave reactor to... RXN SMILES: C(OC([N:8]1[CH2:12][CH2:11][C@@H:10]([N:13]2[CH:17]=[C:16](B3OC(C)(C)C(C)(C)O3)[CH:15]=[N:14]2)[CH2:9]1)=O)(C)(C)C.Br[C:28]1[CH:29]=[C:30]([C:35]2[N:36]=[CH:37][C:38]3[C:43]([CH:44]=2)=[C:42]([Cl:45])[CH:41]=[CH:40][C:39]=3[F:46])[C:31]([NH2:34])=[N:32][CH:33]=1.C(=O)([O-])[O-].[K+].[K+].[ClH:53]>C(Cl)Cl.CCOCC.C1C=CC([P]([Pd]([P](C2C=CC=CC=2)(C2C=CC=CC=2)C2C=CC=CC=2)([P](C2C=CC=CC=2)(C2C=CC=CC=2)C2C=CC=CC=2)[P](C2C=CC=CC=2)(C2C=CC=CC=2)C2C=CC=CC=2)(C2C=CC=CC=2)C2C=CC=CC=2)=CC=1.COCCOC.O>[ClH:45].[ClH:53].[ClH:45].[Cl:45][C:42]1[CH:41]=[CH:40][C:39]([F:46])=[C:38]2[C:43]=1[CH:44]=[C:35]([C:30]1[C:31]([NH2:34])=[N:32][CH:33]=[C:28]([C:16]3[CH:15]=[N:14][N:13]([C@@H:10]4[CH2:11][CH2:12][NH:8][CH2:9]4)[CH:17]=3)[CH:29]=1)[N:36]=[CH:37]2 |f:2.3.4,9.10,11.12.13.14,^1:65,67,86,105|. Reagents/catalysts: C=1C=CC(=CC1)[P](C=2C=CC=CC2)(C=3C=CC=CC3)[Pd]([P](C=4C=CC=CC4)(C=5C=CC=CC5)C=6C=CC=CC6)([P](C=7C=CC=CC7)(C=8C=CC=CC8)C=9C=CC=CC9)[P](C=1C=CC=CC1)(C=1C=CC=CC1)C=1C=CC=CC1 (Pd(PPh3)4). Reaction conditions: temperature 100 celsius, time 5 hour. The product is Cl.Cl.Cl.ClC1=C2C=C(N=CC2=C(C=C1)F)C=1C(=NC=C(C1)C=1C=NN(C1)[C@H]1CNCC1)N (3-(5-Chloro-8-fluoroisoquinolin-3-yl)-5-((R)-1-pyrrolidin-3-yl-1H-pyrazol-4-yl)-pyridin-2-ylamine trihydrochloride). The solvent is CCOCC (Et2O), COCCOC.O (DME Water), C(Cl)Cl (DCM). Reactants: ( 76/24 ), Cl (HCl), C(C)(C)(C)OC(=O)N1C[C@@H](CC1)N1N=CC(=C1)B1OC(C(O1)(C)C)(C)C ((R)-3-[4-(4,4,5,5-tetramethyl-[1,3,2]dioxaborolan-2-yl)-pyrazol-1-yl]-pyrrolidine-1-carboxylic acid tert-butyl ester), BrC=1C=C(C(=NC1)N)C=1N=CC2=C(C=CC(=C2C1)Cl)F (5-bromo-3-(5-chloro-8-fluoroisoquinolin-3-yl)-pyridin-2-ylamine), C([O-])([O-])=O.[K+].[K+] (potassium carbonate). Starting materials: CCOC(=O)CBr, COC(=O)c1c(C)c(C(=O)c2ccc(N)c(OC)c2)n2cc(O)ccc12. Yields the product CCOC(=O)COc1ccc2c(C(=O)OC)c(C)c(C(=O)c3ccc(N)c(OC)c3)n2c1. RXN SMILES: [Br:27][CH2:28][C:29](=[O:30])[O:31][CH2:32][CH3:33].[NH2:1][c:2]1[c:3]([O:25][CH3:26])[cH:4][c:5]([C:6](=[O:7])[c:8]2[c:9]([CH3:22])[c:10]([C:18](=[O:19])[O:20][CH3:21])[c:11]3[cH:12][cH:13][c:14]([OH:17])[cH:15][n:16]23)[cH:23][cH:24]1>>[NH2:1][c:2]1[c:3]([O:25][CH3:26])[cH:4][c:5]([C:6](=[O:7])[c:8]2[c:9]([CH3:22])[c:10]([C:18](=[O:19])[O:20][CH3:21])[c:11]3[cH:12][cH:13][c:14]([O:17][CH2:28][C:29](=[O:30])[O:31][CH2:32][CH3:33])[cH:15][n:16]23)[cH:23][cH:24]1. Reactants: O1C(OCC1)C=1C=CC(=NC1)C1=CC2=NC=CC(=C2S1)OC1=C(C=C(N)C=C1)F (4-(2-(5-(1,3-Dioxolan-2-yl)pyridin-2-yl)thieno[3,2-b]pyridin-7-yloxy)-3-fluoroaniline), FC1=CC=C(C=C1)NC(CC(=O)O)=O (3-(4-fluorophenylamino)-3-oxopropanoic acid), CCN=C=NCCCN(C)C.Cl (EDC.HCl). Run in CN(C)C=O (DMF), O (water), C(=O)(C(F)(F)F)O (TFA). Conditions: time 2 hour. Product: FC=1C=C(C=CC1OC1=C2C(=NC=C1)C=C(S2)C2=NC=C(C=C2)C=O)NC(CC(=O)NC2=CC=C(C=C2)F)=O (N1-(3-fluoro-4-(2-(5-formylpyridin-2-yl)thieno[3,2-b]pyridin-7-yloxy)phenyl)-N3-(4-fluorophenyl)malonamide). As a reaction SMILES: O1CC[O:3][CH:2]1[C:6]1[CH:7]=[CH:8][C:9]([C:12]2[S:20][C:19]3[C:14](=[N:15][CH:16]=[CH:17][C:18]=3[O:21][C:22]3[CH:28]=[CH:27][C:25]([NH2:26])=[CH:24][C:23]=3[F:29])[CH:13]=2)=[N:10][CH:11]=1.[F:30][C:31]1[CH:36]=[CH:35][C:34]([NH:37][C:38](=[O:43])[CH2:39][C:40](O)=[O:41])=[CH:33][CH:32]=1.CCN=C=NCCCN(C)C.Cl>CN(C=O)C.O.C(O)(C(F)(F)F)=O>[F:29][C:23]1[CH:24]=[C:25]([NH:26][C:40](=[O:41])[CH2:39][C:38]([NH:37][C:34]2[CH:35]=[CH:36][C:31]([F:30])=[CH:32][CH:33]=2)=[O:43])[CH:27]=[CH:28][C:22]=1[O:21][C:18]1[CH:17]=[CH:16][N:15]=[C:14]2[CH:13]=[C:12]([C:9]3[CH:8]=[CH:7][C:6]([CH:2]=[O:3])=[CH:11][N:10]=3)[S:20][C:19]=12 |f:2.3|. Procedure details: To intermediate 38 (0.40 g, 0.98 mmol) in dry DMF (20 mL) was added 3-(4-fluorophenylamino)-3-oxopropanoic acid (47) (0.39 g, 2.0 mmol) [U.S. 2007/0004675 A 1], and EDC.HCl (0.38 g, 2.0 mmol) and the mixture was stirred at r.t. for 2 h. The mixture was then partitioned between ethyl acetate and water resulting in precipitate. The precipitate was isolated by suction filtration and combined with the organic phase from the filtrate, concentrated, and dried in vacuum. The residue was dissolved in ac... Reactants: CC1=C(CBr)C=CC(=C1)C (2,4-dimethylbenzyl bromide), S(O)(O)(=O)=O (Sulphuric acid), [Mg] (magnesium), cadmium-dialkyl, [Cl-].C(C)OC(CCCCCC(=O)O)=O (pimelic acid ethyl ester chloride). Reagents/catalysts: [Cl-].[Cd+2].[Cl-] (cadmium chloride). Solvent: C1=CC=CC=C1 (benzene). Product: C(C)OC(CCCCCC(CC1=C(C=C(C=C1)C)C)=O)=O (8-(2,4-dimethylphenyl)-7-oxo-octanoic acid ethyl ester). Yield: 88.0%. RXN SMILES: [CH3:1][C:2]1[CH:9]=[C:8]([CH3:10])[CH:7]=[CH:6][C:3]=1[CH2:4]Br.[Mg].[Cl-].[CH2:13]([O:15][C:16](=[O:25])[CH2:17][CH2:18][CH2:19][CH2:20][CH2:21][C:22](O)=[O:23])[CH3:14].S(=O)(=O)(O)O>C1C=CC=CC=1.[Cl-].[Cd+2].[Cl-]>[CH2:13]([O:15][C:16](=[O:25])[CH2:17][CH2:18][CH2:19][CH2:20][CH2:21][C:22](=[O:23])[CH2:4][C:3]1[CH:6]=[CH:7][C:8]([CH3:10])=[CH:9][C:2]=1[CH3:1])[CH3:14] |f:2.3,6.7.8|. Procedure details: 14.5 g of 2,4-dimethylbenzyl bromide, magnesium and cadmium chloride are used to prepare the corresponding cadmium-dialkyl by Huisgen's method. This compound is then reacted, in benzene solution at the boil, with 11.2 g of pimelic acid ethyl ester chloride. Sulphuric acid is added to the mixture, the organic phase is washed and the benzene is evaporated off. The residue is distilled in a high vacuum, giving 12.8 g of 8-(2,4-dimethylphenyl)-7-oxo-octanoic acid ethyl ester. The reactants are N (Ammonia), ClC1=NC=C(C(=N1)NC1=CC(=C(C=C1)N1N=CC=C1)F)C(=O)O (2-chloro-4-(3-fluoro-4-(1H-pyrazol-1-yl)phenylamino)pyrimidine-5-carboxylic acid), C=1C=CC2=C(C1)N=NN2O (HOBt), C(CCl)Cl (EDC). Solvent: CCOC(=O)C (EtOAc), O (Water), CN(C)C=O (DMF). Conditions: time 1.5 hour. Yields the product N1(N=NC2=C1C=CC=C2)OC2=NC=C(C(=N2)NC2=CC(=C(C=C2)N2N=CC=C2)F)C(=O)N (2-(1H-benzo[d][1,2,3]triazol-1-yloxy)-4-(3-fluoro-4-(1H-pyrazol-1-yl)phenylamino)pyrimidine-5-carboxamide). Isolated yield 61.8%. As a reaction SMILES: Cl[C:2]1[N:7]=[C:6]([NH:8][C:9]2[CH:14]=[CH:13][C:12]([N:15]3[CH:19]=[CH:18][CH:17]=[N:16]3)=[C:11]([F:20])[CH:10]=2)[C:5]([C:21]([OH:23])=O)=[CH:4][N:3]=1.[CH:24]1[CH:25]=[CH:26][C:27]2[N:32]([OH:33])[N:31]=[N:30][C:28]=2[CH:29]=1.C(Cl)CCl.[NH3:38]>CN(C=O)C.CCOC(C)=O.O>[N:32]1([O:33][C:2]2[N:7]=[C:6]([NH:8][C:9]3[CH:14]=[CH:13][C:12]([N:15]4[CH:19]=[CH:18][CH:17]=[N:16]4)=[C:11]([F:20])[CH:10]=3)[C:5]([C:21]([NH2:38])=[O:23])=[CH:4][N:3]=2)[C:27]2[CH:26]=[CH:25][CH:24]=[CH:29][C:28]=2[N:30]=[N:31]1. Procedure details: To a solution of 2-chloro-4-(3-fluoro-4-(1H-pyrazol-1-yl)phenylamino)pyrimidine-5-carboxylic acid (230 mg, 0.690 mmol) and HOBt (158 mg, 1.03 mmol) in DMF (4 mL), EDC (200 mg, 1.04 mmol) was added. The mixture was stirred at room temperature for 1.5 h. Ammonia (0.5 M in dioxane, 6.00 mL, 3.00 mmol) was added. It was stirred at room temperature overnight. Water and EtOAc were added. The organic phase was separated, washed with 1 N HCl, then with 5% NaHCO3, dried over Na2SO4, concentrated in vacuo... Starting materials: ice, CN1C=CC2=C1C(N(C(=C2C2=CC=C(C=C2)C)C(C(=O)OC)O)C)=O (methyl 2-(1,6-dimethyl-7-oxo-4-(p-tolyl)-6,7-dihydro-1H-pyrrolo[2,3-c]pyridin-5-yl)-2-hydroxyacetate), C(C)(=O)OC(C)(C)C (tert-butyl acetate), Cl(=O)(=O)(=O)O (perchloric acid). Run at time 20 minute. Product: C(C)(C)(C)OC(C(=O)OC)C1=C(C2=C(C(N1C)=O)N(C=C2)C)C2=CC=C(C=C2)C (methyl 2-(tert-butoxy)-2-(1,6-dimethyl-7-oxo-4-(p-tolyl)-6,7-dihydro-1H-pyrrolo[2,3-c]pyridin-5-yl)acetate). Isolated yield 73.2%. Reaction SMILES: [CH3:1][N:2]1[C:6]2[C:7](=[O:25])[N:8]([CH3:24])[C:9]([CH:18]([OH:23])[C:19]([O:21][CH3:22])=[O:20])=[C:10]([C:11]3[CH:16]=[CH:15][C:14]([CH3:17])=[CH:13][CH:12]=3)[C:5]=2[CH:4]=[CH:3]1.C(O[C:30]([CH3:33])([CH3:32])[CH3:31])(=O)C.Cl(O)(=O)(=O)=O>>[C:30]([O:23][CH:18]([C:9]1[N:8]([CH3:24])[C:7](=[O:25])[C:6]2[N:2]([CH3:1])[CH:3]=[CH:4][C:5]=2[C:10]=1[C:11]1[CH:12]=[CH:13][C:14]([CH3:17])=[CH:15][CH:16]=1)[C:19]([O:21][CH3:22])=[O:20])([CH3:33])([CH3:32])[CH3:31]. Reported procedure: An ice cold solution of methyl 2-(1,6-dimethyl-7-oxo-4-(p-tolyl)-6,7-dihydro-1H-pyrrolo[2,3-c]pyridin-5-yl)-2-hydroxyacetate (28 mg, 0.082 mmol) in tert-butyl acetate (1111 μl, 8.23 mmol) was treated with perchloric acid (7.07 μl, 0.082 mmol), and stirred for 20 min. The reaction was then kept in the refrigerator without stirring for 2 days. The reaction was quenched with sat. NaHCO3 at 0° C., extracted with EtOAc 2×, washed with Brine, dried with Na2SO4, filtered, and concentrated. Purification... The reactants are FC1=C(C=CC=C1)C(=O)C1=NC=NC(=C1)OCC#CC (6-(2-butynyloxy)pyrimidin-4-yl 2-fluorophenyl ketone), C[Li] (methyl lithium), [Cl-].[NH4+] (ammonium chloride). Run in O1CCCC1 (tetrahydrofuran). Conditions: temperature -78 celsius, time 3 hour. Product: C(C#CC)OC1=NC=NC(=C1)C(C1=C(C=CC=C1)F)(C)O (4-(2-butynyloxy)-6-(α-hydroxy-α-methyl-2-fluorobenzyl)pyrimidine). RXN SMILES: [F:1][C:2]1[CH:7]=[CH:6][CH:5]=[CH:4][C:3]=1[C:8]([C:10]1[CH:15]=[C:14]([O:16][CH2:17][C:18]#[C:19][CH3:20])[N:13]=[CH:12][N:11]=1)=[O:9].[CH3:21][Li].[Cl-].[NH4+]>O1CCCC1>[CH2:17]([O:16][C:14]1[CH:15]=[C:10]([C:8]([OH:9])([CH3:21])[C:3]2[CH:4]=[CH:5][CH:6]=[CH:7][C:2]=2[F:1])[N:11]=[CH:12][N:13]=1)[C:18]#[C:19][CH3:20] |f:2.3|. Procedure details: In 3.7 ml of tetrahydrofuran was dissolved 0.4 g of 6-(2-butynyloxy)pyrimidin-4-yl 2-fluorophenyl ketone, to which 3.6 ml (1.14 mol/l diethyl ether solution) of methyl lithium was added dropwise at −78° C. After stirring at −78° C. for 3 hours, the reaction mixture was poured into a saturated aqueous ammonium chloride solution and extracted three times with ethyl acetate. The organic layers were combined and washed with a saturated aqueous sodium chloride solution, and the combined organic layer... Starting materials: FC=1C=C2C(C(=C3N(C2=C(C1N1CCN(CC1)C)F)C(S3)C)C(=O)OCC)=O (ethyl 6,8-difluoro-1-methyl-7-(4-methyl-1-piperazinyl)-4-oxo-4H-[1,3]thiazeto[3,2-a]quinoline-3-carboxylate), solution, [OH-].[K+] (potassium hydroxide), C(C)(C)(C)O (tert-butanol). The solvent is O (water). Run at temperature 60 celsius, time 30 minute. Yields the product FC=1C=C2C(C(=C3N(C2=C(C1N1CCN(CC1)C)F)C(S3)C)C(=O)O)=O (6,8-Difluoro-1-methyl-7-(4-methyl-1-piperazinyl)-4-oxo- [1,3]thiazeto[3,2-a]quinoline-3-carboxylic acid). Isolated yield 38.6%. Reaction SMILES: [F:1][C:2]1[CH:3]=[C:4]2[C:9](=[C:10]([F:19])[C:11]=1[N:12]1[CH2:17][CH2:16][N:15]([CH3:18])[CH2:14][CH2:13]1)[N:8]1[CH:20]([CH3:22])[S:21][C:7]1=[C:6]([C:23]([O:25]CC)=[O:24])[C:5]2=[O:28].[OH-].[K+].C(O)(C)(C)C>O>[F:1][C:2]1[CH:3]=[C:4]2[C:9](=[C:10]([F:19])[C:11]=1[N:12]1[CH2:13][CH2:14][N:15]([CH3:18])[CH2:16][CH2:17]1)[N:8]1[CH:20]([CH3:22])[S:21][C:7]1=[C:6]([C:23]([OH:25])=[O:24])[C:5]2=[O:28] |f:1.2|. Reported procedure: To 0.5 g of ethyl 6,8-difluoro-1-methyl-7-(4-methyl-1-piperazinyl)-4-oxo-4H-[1,3]thiazeto[3,2-a]quinoline-3-carboxylate was added 10 ml of 5% solution of potassium hydroxide in 3:1 mixture of tert-butanol and water and stirred at 60° C. for 30 minutes. tert-Butanol was evaporated therefrom in vacuo, the residue was neutralized with acetic acid, extracted with a 3:1 mixture of chloroform and methanol, the extract was washed with saturated sodium chloride solution, dried over magnesium sulfate, th...